This data is from the Open Reaction Database (ORD), a public repository of structured organic reaction records. The task is: describe an organic reaction: reactants, conditions, products, and yield Reactants: N=1C=CC=CC1C. Reagents/catalysts: O1B(OC(C)(C)C1(C)C)B2OC(C)(C)C(O2)(C)C. The solvent is O1CCCC1. Reaction conditions: temperature 80 celsius, time 24 hour. Product: N=1C=CC(=CC1C)B2OC(C)(C)C(O2)(C)C. The yield is 92.0%. As a reaction SMILES: [CH2:1]([N:8]1[CH2:13][CH:12]([CH3:14])[C:11](=O)[CH:10]([CH:16]([CH3:20])[C:17]([CH3:19])=O)[CH2:9]1)[C:2]1[CH:7]=[CH:6][CH:5]=[CH:4][CH:3]=1.[CH2:21]([NH2:28])[C:22]1[CH:27]=[CH:26][CH:25]=[CH:24][CH:23]=1>>[CH2:21]([N:28]1[C:11]2[CH:12]([CH3:14])[CH2:13][N:8]([CH2:1][C:2]3[CH:7]=[CH:6][CH:5]=[CH:4][CH:3]=3)[CH2:9][C:10]=2[C:16]([CH3:20])=[C:17]1[CH3:19])[C:22]1[CH:27]=[CH:26][CH:25]=[CH:24][CH:23]=1. Reported procedure: Using a procedure analogous to Example 3, 1-benzyl-5-methyl-3-(1-methylacetonyl)-4-piperidone may be reacted with benzylamine to give the title compound. Product: C(C1=CC=CC=C1)N1C(=C(C=2CN(CC(C21)C)CC2=CC=CC=C2)C)C (1,5-Dibenzyl-4,5,6,7-tetrahydro-2,3,7-trimethyl-1H-pyrrolo[3,2-c]pyridine). The reactants are C(C1=CC=CC=C1)N1CC(C(C(C1)C)=O)C(C(=O)C)C (1-benzyl-5-methyl-3-(1-methylacetonyl)-4-piperidone), C(C1=CC=CC=C1)N (benzylamine). The reactants are C(C)(C)(C)OC(=O)C=1OC2=C(C1C)C(=C(C=C2)I)OC (5-iodo-4-methoxy-3-methyl-benzofuran-2-carboxylic acid tert-butyl ester), C(=O)(C(F)(F)F)O.ClCCl (TFA dichloromethane). Reaction conditions: time 2.5 hour. Yields the product IC=1C=CC2=C(C(=C(O2)C(=O)O)C)C1OC (5-iodo-4-methoxy-3-methyl-benzofuran-2-carboxylic acid). The yield is 100.4%. Reaction SMILES: C([O:5][C:6]([C:8]1[O:9][C:10]2[CH:17]=[CH:16][C:15]([I:18])=[C:14]([O:19][CH3:20])[C:11]=2[C:12]=1[CH3:13])=[O:7])(C)(C)C.C(O)(C(F)(F)F)=O.ClCCl>>[I:18][C:15]1[CH:16]=[CH:17][C:10]2[O:9][C:8]([C:6]([OH:7])=[O:5])=[C:12]([CH3:13])[C:11]=2[C:14]=1[O:19][CH3:20] |f:1.2|. Procedure details: To 140 mg (0.36 mmol) of 5-iodo-4-methoxy-3-methyl-benzofuran-2-carboxylic acid tert-butyl ester was added 3 mL of TFA/dichloromethane (1:1) and the solution was stirred at room temperature for 2.5 h. When the reaction was done, the solvents were removed by vacuum and the residue was triturated with hexane/dichloromethane. Filtration of the suspension gave 120 mg (100% yield) of 5-iodo-4-methoxy-3-methyl-benzofuran-2-carboxylic acid as a white solid. Reactants: N1C=NC=C1 (imidazole), [Si](C)(C)(C(C)(C)C)Cl (t-butyldimethylsilyl chloride), C(C)[C@H]1[C@H]2[C@@H]3[C@@H](CC([C@@]3(C)CC[C@@H]2C=2C=CC(=CC2C1)OC)=O)C (7α-ethyl-15β-methyl-3-methoxy-estra-1,3,5(10)-trien-17-one), B(F)(F)F (BF3), ice water. The solvent is CCCCCCC.C(C)(=O)OCC (heptane ethyl acetate), CN(C)C=O (DMF), ClCCl (dichloromethane). Run at time 1.5 hour. Product: C(C)[C@H]1[C@H]2[C@@H]3[C@@H](CC([C@@]3(C)CC[C@@H]2C=2C=CC(=CC2C1)O[Si](C)(C)C)=O)C (7α-ethyl-15β-methyl-3-[(trimethylsilyl)oxy]-estra-1,3,5(10)-trien-17-one). RXN SMILES: [CH2:1]([C@@H:3]1[CH2:20][C:19]2[CH:18]=[C:17]([O:21]C)[CH:16]=[CH:15][C:14]=2[C@@H:13]2[C@@H:4]1[C@H:5]1[C@@:9]([CH2:11][CH2:12]2)([CH3:10])[C:8](=[O:23])[CH2:7][C@H:6]1[CH3:24])[CH3:2].B(F)(F)F.N1C=CN=C1.[Si:34](Cl)([C:37](C)(C)C)([CH3:36])[CH3:35]>ClCCl.CN(C=O)C.CCCCCCC.C(OCC)(=O)C>[CH2:1]([C@@H:3]1[CH2:20][C:19]2[CH:18]=[C:17]([O:21][Si:34]([CH3:37])([CH3:36])[CH3:35])[CH:16]=[CH:15][C:14]=2[C@@H:13]2[C@@H:4]1[C@H:5]1[C@@:9]([CH2:11][CH2:12]2)([CH3:10])[C:8](=[O:23])[CH2:7][C@H:6]1[CH3:24])[CH3:2] |f:6.7|. Procedure details: To a solution of 4 (270 mg) in dichloromethane (1 ml) was added BF3.DMS complex (800 μl). The mixture was stirred for 1.5 h and then poured into ice-water and extracted with ethyl acetate. The residue thus obtained was triturated with ether/heptane (1/1) to provide 5, (250 mg) as a light rose amorphous solid; Rf 0.27 (heptane/ethyl acetate 8/2). The material was dissolved in DMF (3 ml), imidazole (300 mg) was added followed by t-butyldimethylsilyl chloride. After stirring for 2 h at room tempera... Reactants: CN1N=NN=C1SCC=1CS[C@H]2N(C1C(=O)O)C(C2NC(C(=NOCCN=[N+]=[N-])C=2N=C(SC2)NC(C2=CC=CC=C2)(C2=CC=CC=C2)C2=CC=CC=C2)=O)=O (3-[(1-methyl-1H-tetrazol-5-yl)-thiomethyl]-7-[2-(2-tritylamino-4-thiazolyl)-2-(2-azidoethoxyimino)-acetamido]-ceph-3-eme-4-carboxylic acid), C(=O)O (formic acid). As a reaction SMILES: [CH3:1][N:2]1[C:6]([S:7][CH2:8][C:9]2[CH2:10][S:11][C@@H:12]3[CH:19]([NH:20][C:21](=[O:55])[C:22]([C:30]4[N:31]=[C:32]([NH:35]C(C5C=CC=CC=5)(C5C=CC=CC=5)C5C=CC=CC=5)[S:33][CH:34]=4)=[N:23][O:24][CH2:25][CH2:26][N:27]=[N+:28]=[N-:29])[C:18](=[O:56])[N:13]3[C:14]=2[C:15]([OH:17])=[O:16])=[N:5][N:4]=[N:3]1.C(O)=O>C(=O)(O)[O-].[Na+]>[CH3:1][N:2]1[C:6]([S:7][CH2:8][C:9]2[CH2:10][S:11][C@@H:12]3[CH:19]([NH:20][C:21](=[O:55])[C:22]([C:30]4[N:31]=[C:32]([NH2:35])[S:33][CH:34]=4)=[N:23][O:24][CH2:25][CH2:26][N:27]=[N+:28]=[N-:29])[C:18](=[O:56])[N:13]3[C:14]=2[C:15]([OH:17])=[O:16])=[N:5][N:4]=[N:3]1 |f:2.3|. The solvent is C([O-])(O)=O.[Na+] (sodium bicarbonate). Run at temperature 50 celsius, time 15 minute. Procedure: A mixture of 1.336 g of the product of Step A and 7 ml of formic acid were stirred at 50° C. for 15 minutes and was vacuum filtered to remove triphenylcarbinol. The filtrate was evaporated to dryness and the residue was taken up in water. After efflorescence, the mixture was vacuum filtered to obtain 0.77 g of raw product which was dissolved in minimum of aqueous 10% sodium bicarbonate solution. 0.77 g of activated carbon were added thereto and the mixture was vacuum filtered. Formic acid was ad... The product is CN1N=NN=C1SCC=1CS[C@H]2N(C1C(=O)O)C(C2NC(C(=NOCCN=[N+]=[N-])C=2N=C(SC2)N)=O)=O (3-[(1-methyl-1H-tetrazol-5-yl)-thiomethyl]-7-[2-(2-amino-4-thiazolyl)-2-(2-azidoethoxyimino)-acetamido]-ceph-3-eme-4-carboxylic acid). Starting materials: C(C)OC(=O)C1=CNC(=C1)C1=NNC2=NC=CC=C21 (5-(1H-Pyrazolo[3,4-b]pyridin-3-yl)-1H-pyrrole-3-carboxylic acid ethyl ester), S(=O)(Cl)Cl (thionyl chloride), Cl.NCC(=O)N (glycinamide hydrochloride). Run in O (water). The product is C(N)(=O)CNC(=O)C1=CNC(=C1)C1=NNC2=NC=CC=C21 (5-(1H-Pyrazolo[3,4-b]pyridin-3-yl)-1H-pyrrole-3-carboxylic acid carbamoylmethyl-amide). Reaction SMILES: C(O[C:4]([C:6]1[CH:10]=[C:9]([C:11]2[C:19]3[C:14](=[N:15][CH:16]=[CH:17][CH:18]=3)[NH:13][N:12]=2)[NH:8][CH:7]=1)=[O:5])C.S(Cl)(Cl)=O.Cl.[NH2:25][CH2:26][C:27]([NH2:29])=[O:28]>O>[C:27]([CH2:26][NH:25][C:4]([C:6]1[CH:10]=[C:9]([C:11]2[C:19]3[C:14](=[N:15][CH:16]=[CH:17][CH:18]=3)[NH:13][N:12]=2)[NH:8][CH:7]=1)=[O:5])(=[O:28])[NH2:29] |f:2.3|. Procedure: A mixture of 5-(1H-pyrazolo[3,4-b]pyridin-3-yl)-1H-pyrrole-3-carboxylic acid (100 mg, 0.43 mmol) (from Example 11) and thionyl chloride (0.2M in DCM, 10 mL) was heated to reflux for 2 hours. The reaction was concentrated, the residue was dissolved in DCM, to it was added glycinamide hydrochloride (242 mg, 2.19 mmol), followed by TEA. The mixture was then stirred at room temperature until the reaction was completed by TLC. The reaction was diluted with water and extracted with DCM. The combined D... Starting materials: OCC=1SC(=CC1)[N+](=O)[O-] (2-hydroxymethyl-5-nitro-thiophene), C1(=CC=CC=C1)P(C1=CC=CC=C1)C1=CC=CC=C1 (triphenylphosphine), C(Br)(Br)(Br)Br (carbon tetrabromide). Run in [Cl-].[Na+].O (brine), ClCCl (dichloromethane). Reaction conditions: time 2 hour. Product: BrCC=1SC(=CC1)[N+](=O)[O-] (2-bromomethyl-5-nitrothiophene). The yield is 72.5%. As a reaction SMILES: O[CH2:2][C:3]1[S:4][C:5]([N+:8]([O-:10])=[O:9])=[CH:6][CH:7]=1.C1(P(C2C=CC=CC=2)C2C=CC=CC=2)C=CC=CC=1.C(Br)(Br)(Br)[Br:31]>ClCCl.[Cl-].[Na+].O>[Br:31][CH2:2][C:3]1[S:4][C:5]([N+:8]([O-:10])=[O:9])=[CH:6][CH:7]=1 |f:4.5.6|. Procedure: To a stirred solution of 2-hydroxymethyl-5-nitro-thiophene (18.8 g, 118 mmol) in dichloromethane (500 ml) at 0° C. was added triphenylphosphine (3 1.5 g, 120 mmol) followed by carbon tetrabromide (39 g, 118 mmol). The mixture was stirred for 2 hours, poured into half saturated brine and extracted with dichloromethane. The organic layer was dried over magnesium sulphate and the solvent removed at reduced pressure. The crude product was purified by silica gel chromatography using 15% ethyl acetate... Starting materials: C=CCOC1OC(COC(=O)c2ccccc2)C(OC2OC(COC(=O)c3ccccc3)C(OC(=O)c3ccccc3)C(OC(=O)c3ccccc3)C2OC(=O)c2ccccc2)C(O)(C(=O)c2ccccc2)C1(O)C(=O)c1ccccc1, CO, C1CCOC1, Cl[Pd]Cl. The product is O=C(OCC1OC(OC2C(COC(=O)c3ccccc3)OC(O)C(O)(C(=O)c3ccccc3)C2(O)C(=O)c2ccccc2)C(OC(=O)c2ccccc2)C(OC(=O)c2ccccc2)C1OC(=O)c1ccccc1)c1ccccc1. Reaction SMILES: [C:1]([c:2]1[cH:3][cH:4][cH:5][cH:6][cH:7]1)(=[O:8])[C:9]1([OH:82])[CH:10]([O:11][CH2:12][CH:13]=[CH2:14])[O:15][CH:16]([CH2:72][O:73][C:74]([c:75]2[cH:76][cH:77][cH:78][cH:79][cH:80]2)=[O:81])[CH:17]([O:28][CH:29]2[CH:30]([O:31][C:32]([c:33]3[cH:34][cH:35][cH:36][cH:37][cH:38]3)=[O:39])[CH:40]([O:41][C:42]([c:43]3[cH:44][cH:45][cH:46][cH:47][cH:48]3)=[O:49])[CH:50]([O:51][C:52]([c:53]3[cH:54][cH:55][cH:56][cH:57][cH:58]3)=[O:59])[CH:60]([CH2:62][O:63][C:64]([c:65]3[cH:66][cH:67][cH:68][cH:69][cH:70]3)=[O:71])[O:61]2)[C:18]1([OH:19])[C:20]([c:21]1[cH:22][cH:23][cH:24][cH:25][cH:26]1)=[O:27].[CH3:88][OH:89].[O:83]1[CH2:84][CH2:85][CH2:86][CH2:87]1.[Pd:90]([Cl:91])[Cl:92]>>[C:1]([c:2]1[cH:3][cH:4][cH:5][cH:6][cH:7]1)(=[O:8])[C:9]1([OH:82])[CH:10]([OH:11])[O:15][CH:16]([CH2:72][O:73][C:74]([c:75]2[cH:76][cH:77][cH:78][cH:79][cH:80]2)=[O:81])[CH:17]([O:28][CH:29]2[CH:30]([O:31][C:32]([c:33]3[cH:34][cH:35][cH:36][cH:37][cH:38]3)=[O:39])[CH:40]([O:41][C:42]([c:43]3[cH:44][cH:45][cH:46][cH:47][cH:48]3)=[O:49])[CH:50]([O:51][C:52]([c:53]3[cH:54][cH:55][cH:56][cH:57][cH:58]3)=[O:59])[CH:60]([CH2:62][O:63][C:64]([c:65]3[cH:66][cH:67][cH:68][cH:69][cH:70]3)=[O:71])[O:61]2)[C:18]1([OH:19])[C:20]([c:21]1[cH:22][cH:23][cH:24][cH:25][cH:26]1)=[O:27]. Reaction SMILES: [CH2:24]([CH3:25])[NH:26][CH2:27][c:28]1[n:29][cH:30][cH:31][cH:32][cH:33]1.[CH3:1][O:2][c:3]1[c:4]([N:9]([S:10](=[O:11])(=[O:12])[c:13]2[c:14]([CH3:19])[cH:15][cH:16][cH:17][cH:18]2)[CH2:20][C:21](=[O:22])[OH:23])[cH:5][cH:6][cH:7][cH:8]1>>[CH3:1][O:2][c:3]1[c:4]([N:9]([S:10](=[O:11])(=[O:12])[c:13]2[c:14]([CH3:19])[cH:15][cH:16][cH:17][cH:18]2)[CH2:20][C:21](=[O:23])[N:26]([CH2:24][CH3:25])[CH2:27][c:28]2[n:29][cH:30][cH:31][cH:32][cH:33]2)[cH:5][cH:6][cH:7][cH:8]1. Reactants: CCNCc1ccccn1, COc1ccccc1N(CC(=O)O)S(=O)(=O)c1ccccc1C. Yields the product CCN(Cc1ccccn1)C(=O)CN(c1ccccc1OC)S(=O)(=O)c1ccccc1C. Reactants: Nc1ccc(F)c(Br)c1F, CC(C)(C)P(C(C)(C)C)C(C)(C)C, C1COCCO1, [F-], CC1(C)OB(c2c(F)cccc2C#N)OC1(C)C, [K+], C1CCOC1, O=C(C=Cc1ccccc1)C=Cc1ccccc1, O=C(C=Cc1ccccc1)C=Cc1ccccc1, O=C(C=Cc1ccccc1)C=Cc1ccccc1, [Pd], [Pd]. Product: N#Cc1cccc(F)c1-c1c(F)ccc(N)c1F. Reaction SMILES: [Br:1][c:2]1[c:3]([F:10])[c:4]([NH2:9])[cH:5][cH:6][c:7]1[F:8].[C:31]([P:32]([C:33]([CH3:34])([CH3:35])[CH3:36])[C:37]([CH3:38])([CH3:39])[CH3:40])([CH3:41])([CH3:42])[CH3:43].[CH2:49]1[O:50][CH2:51][CH2:52][O:53][CH2:54]1.[F-:29].[F:11][c:12]1[c:13]([B:20]2[O:21][C:22]([CH3:23])([CH3:24])[C:25]([CH3:26])([CH3:27])[O:28]2)[c:14]([C:15]#[N:16])[cH:17][cH:18][cH:19]1.[K+:30].[O:44]1[CH2:45][CH2:46][CH2:47][CH2:48]1.[O:57]=[C:58]([CH:59]=[CH:60][c:61]1[cH:62][cH:63][cH:64][cH:65][cH:66]1)[CH:67]=[CH:68][c:69]1[cH:70][cH:71][cH:72][cH:73][cH:74]1.[O:75]=[C:76]([CH:77]=[CH:78][c:79]1[cH:80][cH:81][cH:82][cH:83][cH:84]1)[CH:85]=[CH:86][c:87]1[cH:88][cH:89][cH:90][cH:91][cH:92]1.[O:93]=[C:94]([CH:95]=[CH:96][c:97]1[cH:98][cH:99][cH:100][cH:101][cH:102]1)[CH:103]=[CH:104][c:105]1[cH:106][cH:107][cH:108][cH:109][cH:110]1.[Pd:55].[Pd:56]>>[c:2]1(-[c:13]2[c:12]([F:11])[cH:19][cH:18][cH:17][c:14]2[C:15]#[N:16])[c:3]([F:10])[c:4]([NH2:9])[cH:5][cH:6][c:7]1[F:8].